The task is: describe an organic reaction: reactants, conditions, products, and yield. This data is from the Open Reaction Database (ORD), a public repository of structured organic reaction records. The reactants are Cc1ccccc1, Cc1cc(N)c([N+](=O)[O-])cc1C, Cl, N#C[Cu], O=N[O-], [Na+], [Na+], [Na+], N#C[Na], O=C([O-])[O-], O. Reaction SMILES: [CH3:31][c:32]1[cH:33][cH:34][cH:35][cH:36][cH:37]1.[CH3:5][c:6]1[cH:7][c:8]([N+:14](=[O:15])[O-:16])[c:9]([NH2:10])[cH:11][c:12]1[CH3:13].[ClH:30].[Cu:17][C:18]#[N:19].[N:1]([O-:2])=[O:3].[Na+:23].[Na+:24].[Na+:4].[Na:20][C:21]#[N:22].[O-:25][C:26](=[O:27])[O-:28].[OH2:29]>>[CH3:5][c:6]1[cH:7][c:8]([N+:14](=[O:15])[O-:16])[c:9]([C:18]#[N:19])[cH:11][c:12]1[CH3:13]. Product: Cc1cc(C#N)c([N+](=O)[O-])cc1C. Starting materials: O (water), C(CCC)O (butyl alcohol), C1(=CC=C(C=C1)S(=O)(=O)O)C (ρ-toluene sulfonic acid), C(CO)(=O)O (glycolic acid), O (water). The solvent is C1=CC=CC=C1 (benzene), C1=CC=CC=C1 (benzene). Product: C(CO)(=O)OCCCC (butyl glycolate). As a reaction SMILES: [CH2:1]([OH:5])[CH2:2][CH2:3][CH3:4].C1(C)C=CC(S(O)(=O)=O)=CC=1.[C:17](O)(=[O:20])[CH2:18][OH:19].O>C1C=CC=CC=1>[C:18]([O:5][CH2:1][CH2:2][CH2:3][CH3:4])(=[O:19])[CH2:17][OH:20]. Reported procedure: To 101 g (1.5 moles) of butyl alcohol containing 5 g of ρ-toluene sulfonic acid in 325 ml of benzene at reflux was added dropwise 150 g (ca. 1.5 moles acid) of 70% glycolic acid. The flask was equipped with a Dean-Stark trap to collect the 30% of water from the aqueous glycolic acid mixture and to collect the 27 g (1.5 moles) of water liberated during the reaction--a total of ca. 68 ml. The benzene solution of the product was water washed and dried over anhydrous sodium sulfate. The benzene was ... Reactants: ClC=1C=NC=2N(C1)N=C(C2)C(=O)O (6-chloro-pyrazolo[1,5-a]pyrimidine-2-carboxylic acid), CC1NCCC2=CC=NC=C12 (1-methyl-1,2,3,4-tetrahydro-[2,7]naphthyridine). Yields the product ClC=1C=NC=2N(C1)N=C(C2)C(=O)N2C(C1=CN=CC=C1CC2)C ((6-Chloro-pyrazolo[1,5-a]pyrimidin-2-yl)-(1-methyl-3,4-dihydro-1H-[2,7]naphthyridin-2-yl)-methanone). RXN SMILES: [Cl:1][C:2]1[CH:3]=[N:4][C:5]2[N:6]([N:8]=[C:9]([C:11]([OH:13])=O)[CH:10]=2)[CH:7]=1.[CH3:14][CH:15]1[C:24]2[C:19](=[CH:20][CH:21]=[N:22][CH:23]=2)[CH2:18][CH2:17][NH:16]1>>[Cl:1][C:2]1[CH:3]=[N:4][C:5]2[N:6]([N:8]=[C:9]([C:11]([N:16]3[CH2:17][CH2:18][C:19]4[C:24](=[CH:23][N:22]=[CH:21][CH:20]=4)[CH:15]3[CH3:14])=[O:13])[CH:10]=2)[CH:7]=1. Reported procedure: In close analogy to the procedure described in Example 1, 6-chloro-pyrazolo[1,5-a]pyrimidine-2-carboxylic acid is reacted with 1-methyl-1,2,3,4-tetrahydro-[2,7]naphthyridine to provide the title compound in moderate yield.